Dataset: the Open Reaction Database (ORD), a public repository of structured organic reaction records. Task: describe an organic reaction: reactants, conditions, products, and yield Starting materials: CCOC(=O)c1cc2c(Cl)c(Cl)ccc2[nH]1, CCO, Cl, [Li+], [OH-], O. Product: O=C(O)c1cc2c(Cl)c(Cl)ccc2[nH]1. RXN SMILES: [CH2:1]([CH3:2])[O:3][C:4](=[O:5])[c:6]1[nH:7][c:8]2[cH:9][cH:10][c:11]([Cl:16])[c:12]([Cl:15])[c:13]2[cH:14]1.[CH3:20][CH2:21][OH:22].[ClH:19].[Li+:17].[OH-:18].[OH2:23]>>[O:3]=[C:4]([OH:5])[c:6]1[nH:7][c:8]2[cH:9][cH:10][c:11]([Cl:16])[c:12]([Cl:15])[c:13]2[cH:14]1.